From a dataset of the Open Reaction Database (ORD), a public repository of structured organic reaction records. describe an organic reaction: reactants, conditions, products, and yield Reactants: [Na] (sodium), ClC1=CC=C(C=C1)N=C=S (4-chlorophenyl isothiocyanate), CC(=O)C (acetone), CC(=O)C (acetone), Cl.C(CCCCCCCC)(=N)N (nonanamidine hydrochloride). Solvent: C1=CC=CC=C1.CCCCCC (benzene n-hexane). Product: ClC1=CC=C(C=C1)NC(=S)NC(CCCCCCCC)=N (1-(4-chlorophenyl)-3-(nonanimidoyl)-2-thiourea). As a reaction SMILES: [Na].CC(C)=O.Cl.[C:7]([NH2:17])(=[NH:16])[CH2:8][CH2:9][CH2:10][CH2:11][CH2:12][CH2:13][CH2:14][CH3:15].[Cl:18][C:19]1[CH:24]=[CH:23][C:22]([N:25]=[C:26]=[S:27])=[CH:21][CH:20]=1>C1C=CC=CC=1.CCCCCC>[Cl:18][C:19]1[CH:24]=[CH:23][C:22]([NH:25][C:26]([NH:16][C:7](=[NH:17])[CH2:8][CH2:9][CH2:10][CH2:11][CH2:12][CH2:13][CH2:14][CH3:15])=[S:27])=[CH:21][CH:20]=1 |f:2.3,5.6,^1:0|. Procedure: Following a procedure similar to that described in Example 1 but using 1.9 g. sodium in 200 ml. dry acetone, 16 g. nonanamidine hydrochloride, and 14.2 g. 4-chlorophenyl isothiocyanate in 100 ml. dry acetone there was obtained 1-(4-chlorophenyl)-3-(nonanimidoyl)-2-thiourea, m.p. 102°-103° C. (from benzene-n-hexane); hydrochloride (16.2 g.); m.p. 172°-174° C. (from acetonitrile). Starting materials: IC (iodomethane), FC(C1=CC=C(C=C1)NC(OC(C)(C)C)=O)(F)F (tert-butyl 4-(trifluoromethyl)phenylcarbamate), C(C)(C)(C)[Li] (tert-butyllithium), ice. Reaction conditions: temperature 0 celsius, time 15 minute. The product is CC1=C(C=CC(=C1)C(F)(F)F)NC(OC(C)(C)C)=O (tert-Butyl 2-methyl-4-(trifluoromethyl)phenylcarbamate). Isolated yield 15.5%. Reaction SMILES: [F:1][C:2]([F:18])([F:17])[C:3]1[CH:8]=[CH:7][C:6]([NH:9][C:10](=[O:16])[O:11][C:12]([CH3:15])([CH3:14])[CH3:13])=[CH:5][CH:4]=1.[C:19]([Li])(C)(C)C.IC>>[CH3:19][C:7]1[CH:8]=[C:3]([C:2]([F:17])([F:18])[F:1])[CH:4]=[CH:5][C:6]=1[NH:9][C:10](=[O:16])[O:11][C:12]([CH3:13])([CH3:14])[CH3:15]. Procedure: To a solution of tert-butyl 4-(trifluoromethyl)phenylcarbamate (13.2 g, 50.5 mmol) at −78° C. was added tert-butyllithium (1.7 in pentane, 62.4 mL, 106 mmol). The reaction was allowed to gradually warm to −20° C. in the ice bath (ca. 1 h). The reaction was recooled to −78° C. and treated with iodomethane (3.79 mL, 61 mmol). The reaction was allowed to gradually warm to 0° C. and held there for 15 min. The reaction was quenched by addition of saturated ammonium chloride. The mixture was poured on... Yields the product COC=1C=C(\C=C/C2=NC=3N(C(N(C(C3N2C)=O)CCC)=O)CCC)C=CC1OC ((Z)-8-(3,4-Dimethoxystyryl)-7-methyl-1,3-dipropylxanthine). The solvent is CO (methanol). Procedure: Compound 1 (1.00 g, 2.42 mmol) obtained in Reference Example 1 was dissolved in 1.6 L of methanol, and the solution was irradiated with sunlight for 5 hours. After evaporation under reduced pressure, the residue was purified by high performance liquid chromatography (column: YMC Pack ODS-A, SH-365-10, S-10; 30 mmφ×500 mm, flow rate: 90 ml/min, detection: UV 246 nm) to give 565 mg (yield 57%) of Compound 186 as white needles. The yield is 56.6%. RXN SMILES: [CH3:1][O:2][C:3]1[CH:4]=[C:5]([CH:26]=[CH:27][C:28]=1[O:29][CH3:30])/[CH:6]=[CH:7]/[C:8]1[N:16]([CH3:17])[C:15]2[C:14](=[O:18])[N:13]([CH2:19][CH2:20][CH3:21])[C:12](=[O:22])[N:11]([CH2:23][CH2:24][CH3:25])[C:10]=2[N:9]=1>CO>[CH3:1][O:2][C:3]1[CH:4]=[C:5]([CH:26]=[CH:27][C:28]=1[O:29][CH3:30])/[CH:6]=[CH:7]\[C:8]1[N:16]([CH3:17])[C:15]2[C:14](=[O:18])[N:13]([CH2:19][CH2:20][CH3:21])[C:12](=[O:22])[N:11]([CH2:23][CH2:24][CH3:25])[C:10]=2[N:9]=1. Starting materials: COC=1C=C(/C=C/C2=NC=3N(C(N(C(C3N2C)=O)CCC)=O)CCC)C=CC1OC ((E)-8-(3,4-Dimethoxystyryl)-7-methyl-1,3-dipropylxanthine). The product is ClC1=CC(=CC(=N1)N)C(F)(F)F (6-chloro-4-(trifluoromethyl)pyridin-2-amine). RXN SMILES: [CH:1]1[C:6]([Cl:7])=[N:5][C:4](Cl)=[CH:3][C:2]=1[C:9]([F:12])([F:11])[F:10].[OH-].[NH4+:14]>>[Cl:7][C:6]1[N:5]=[C:4]([NH2:14])[CH:3]=[C:2]([C:9]([F:12])([F:11])[F:10])[CH:1]=1 |f:1.2|. Starting materials: C1=C(C=C(N=C1Cl)Cl)C(F)(F)F (2,6-dichloro-4-(trifluoromethylpyridine)), [OH-].[NH4+] (ammonium hydroxide). Procedure details: A solution of 2,6-dichloro-4-(trifluoromethylpyridine) (Fluorochem, 10.0 g; 46.30 mmol; 1.0 eq.) in ammonium hydroxide (˜25% in water) (40.0 mL; 4.0 V) was heated to 180° C. for 3 h in a Parr apparatus and cooled down to rt. After this time, reaction mixture was filtered over a bed of celite, evaporated to dryness under reduced pressure, triturated with DCM and filtered. The mother liquors were concentrated under reduced pressure to give the title compound as a yellow oil that crystallized upon ... The reactants are [BH4-], C1CCOC1, COc1cc(CN(C)Cc2ccccc2)ccc1[N+](=O)[O-], CCO, [NH4+], [Na+], Cl[Ni]Cl, [OH-], O, O, O, O, O, O. Yields the product COc1cc(CN(C)Cc2ccccc2)ccc1N. As a reaction SMILES: [BH4-:1].[CH2:29]1[O:30][CH2:31][CH2:32][CH2:33]1.[CH2:3]([c:4]1[cH:5][cH:6][cH:7][cH:8][cH:9]1)[N:10]([CH3:11])[CH2:12][c:13]1[cH:14][c:15]([O:22][CH3:23])[c:16]([N+:19]([O-:20])=[O:21])[cH:17][cH:18]1.[CH3:26][CH2:27][OH:28].[NH4+:25].[Na+:2].[Ni:40]([Cl:41])[Cl:42].[OH-:24].[OH2:34].[OH2:35].[OH2:36].[OH2:37].[OH2:38].[OH2:39]>>[CH2:3]([c:4]1[cH:5][cH:6][cH:7][cH:8][cH:9]1)[N:10]([CH3:11])[CH2:12][c:13]1[cH:14][c:15]([O:22][CH3:23])[c:16]([NH2:19])[cH:17][cH:18]1. The reactants are C1(=CC=CC=C1)S(=O)Cl (benzenesulphinyl chloride), N (ammonia). Run in CCOCC (ether). The product is C1(=CC=CC=C1)S(=O)N (Benzenesulphinamide). Isolated yield 17.0%. Reaction SMILES: [C:1]1([S:7](Cl)=[O:8])[CH:6]=[CH:5][CH:4]=[CH:3][CH:2]=1.[NH3:10]>CCOCC>[C:1]1([S:7]([NH2:10])=[O:8])[CH:6]=[CH:5][CH:4]=[CH:3][CH:2]=1. Procedure details: Benzenesulphinamide was prepared by reacting benzenesulphinyl chloride with ammonia in ether initially at -78° C. and finally at ambient temperature and was isolated in 17% yield as a solid, m.p. 112°-115° C. Starting materials: ClC(=O)OCC(C)C (isobutyl chloroformate), CN1CCOCC1 (N-methyl morpholine), Cl.CNOC (N,O-Dimethylhydroxylamine hydrochloride), N([C@@H](CC(C)C)C(=O)O)C(=O)OC(C)(C)C.O (Boc-Leu-OH.H2O), CN1CCOCC1 (N-methyl morpholine). Run in C1CCOC1 (THF), C1CCOC1 (THF). Reaction conditions: temperature -10 celsius, time 1 hour. Yields the product CN(OC)C([C@@H](N(N)C(=O)OC(C)(C)C)CC(C)C)=O (N,O-dimethyl(tert-butoxycarbonyl amino-L-leucyl)hydroxylamine). RXN SMILES: [NH:1]([C:10]([O:12][C:13]([CH3:16])([CH3:15])[CH3:14])=[O:11])[C@H:2]([C:7]([OH:9])=O)[CH2:3][CH:4]([CH3:6])[CH3:5].O.C[N:19]1CCOCC1.ClC(OCC(C)C)=O.Cl.[CH3:34][NH:35][O:36][CH3:37]>C1COCC1>[CH3:34][N:35]([C:7](=[O:9])[C@H:2]([CH2:3][CH:4]([CH3:5])[CH3:6])[N:1]([C:10]([O:12][C:13]([CH3:16])([CH3:15])[CH3:14])=[O:11])[NH2:19])[O:36][CH3:37] |f:0.1,4.5|. Reported procedure: A solution of Boc-Leu-OH.H2O (80.3 mmol) and N-methyl morpholine (88 mmol) in THF (35 ml) was added to a pre cooled solution of isobutyl chloroformate (88 mmol) in THF (65 ml) under nitrogen at between -10 and -15° C. over 40 minutes. The reaction was stirred at -10° C. for 1 hour after which time N-methyl morpholine (88 mmol) was added followed by N,O-Dimethylhydroxylamine hydrochloride (88 mmol) portion wise between -10 and 0° C. The reaction was then stirred at -10° C. for 1 hour and then all... The reactants are C1(=CC=CC=C1)S(=O)(=O)N1C(=CC=2C1=NC=CC2)C(=CC2CCCC2)OS(=O)(=O)C2=CC=C(C=C2)C (toluene-4-sulfonic acid 1-(1-benzenesulfonyl-1H-pyrrolo[2,3-b]pyridin-2-yl)-2-cyclopentyl-vinyl ester), CSC1=CC=C(C=N1)B(O)O (6-methylsulfanyl-pyridine-3-boronic acid), C([O-])([O-])=O.[Na+].[Na+] (sodium carbonate). Reagents/catalysts: Cl[Pd]([P](C1=CC=CC=C1)(C2=CC=CC=C2)C3=CC=CC=C3)([P](C4=CC=CC=C4)(C5=CC=CC=C5)C6=CC=CC=C6)Cl (dichlorobis(triphenylphosphine)palladium). Run in C(C)(=O)OCC (ethyl acetate), O1CCOCC1 (dioxane). Yields the product C1(=CC=CC=C1)S(=O)(=O)N1C(=CC=2C1=NC=CC2)C(=CC2CCCC2)C=2C=NC(=CC2)SC (1-benzenesulfonyl-2-[2-cyclopentyl-1-(6-methylsulfanyl-pyridin-3-yl)-vinyl]-1H-pyrrolo[2,3-b]pyridine). Isolated yield 87.6%. RXN SMILES: [C:1]1([S:7]([N:10]2[C:14]3=[N:15][CH:16]=[CH:17][CH:18]=[C:13]3[CH:12]=[C:11]2[C:19](OS(C2C=CC(C)=CC=2)(=O)=O)=[CH:20][CH:21]2[CH2:25][CH2:24][CH2:23][CH2:22]2)(=[O:9])=[O:8])[CH:6]=[CH:5][CH:4]=[CH:3][CH:2]=1.[CH3:37][S:38][C:39]1[N:44]=[CH:43][C:42](B(O)O)=[CH:41][CH:40]=1.C(=O)([O-])[O-].[Na+].[Na+]>O1CCOCC1.C(OCC)(=O)C.Cl[Pd](Cl)([P](C1C=CC=CC=1)(C1C=CC=CC=1)C1C=CC=CC=1)[P](C1C=CC=CC=1)(C1C=CC=CC=1)C1C=CC=CC=1>[C:1]1([S:7]([N:10]2[C:14]3=[N:15][CH:16]=[CH:17][CH:18]=[C:13]3[CH:12]=[C:11]2[C:19]([C:42]2[CH:43]=[N:44][C:39]([S:38][CH3:37])=[CH:40][CH:41]=2)=[CH:20][CH:21]2[CH2:25][CH2:24][CH2:23][CH2:22]2)(=[O:8])=[O:9])[CH:6]=[CH:5][CH:4]=[CH:3][CH:2]=1 |f:2.3.4,^1:68,87|. Reported procedure: To a mixture of toluene-4-sulfonic acid 1-(1-benzenesulfonyl-1H-pyrrolo[2,3-b]pyridin-2-yl)-2-cyclopentyl-vinyl ester (prepared as in Example 43, 0.5 g, 0.96 mmol), 6-methylsulfanyl-pyridine-3-boronic acid (370 mg, 2.2 mmol) and dichlorobis(triphenylphosphine)palladium (II) (67.4 mg, 0.096 mmol) in dioxane (6 mL) was added an aqueous sodium carbonate solution (2 M, 0.96 mL, 1.92 mmol). The resulting mixture was subjected to microwave irradiation for 3 h at 100° C. The mixture was diluted with et... Reactants: CCOC(=O)N1c2cc3c(cc2C(NCc2cc(C(F)(F)F)cc(C(F)(F)F)c2)CC1C)CCC3, CC(=O)Cl, ClCCl, c1ccncc1. Yields the product CCOC(=O)N1c2cc3c(cc2C(N(Cc2cc(C(F)(F)F)cc(C(F)(F)F)c2)C(C)=O)CC1C)CCC3. As a reaction SMILES: [CH2:1]([CH3:2])[O:3][C:4](=[O:5])[N:6]1[CH:7]([CH3:35])[CH2:8][CH:9]([NH:19][CH2:20][c:21]2[cH:22][c:23]([C:31]([F:32])([F:33])[F:34])[cH:24][c:25]([C:27]([F:28])([F:29])[F:30])[cH:26]2)[c:10]2[cH:11][c:12]3[c:13]([cH:14][c:15]21)[CH2:16][CH2:17][CH2:18]3.[CH3:42][C:43]([Cl:44])=[O:45].[Cl:46][CH2:47][Cl:48].[cH:36]1[cH:37][cH:38][n:39][cH:40][cH:41]1>>[CH2:1]([CH3:2])[O:3][C:4](=[O:5])[N:6]1[CH:7]([CH3:35])[CH2:8][CH:9]([N:19]([CH2:20][c:21]2[cH:22][c:23]([C:31]([F:32])([F:33])[F:34])[cH:24][c:25]([C:27]([F:28])([F:29])[F:30])[cH:26]2)[C:43]([CH3:42])=[O:45])[c:10]2[cH:11][c:12]3[c:13]([cH:14][c:15]21)[CH2:16][CH2:17][CH2:18]3. Reactants: CS(C)=O, CCOC(C)=O, COc1cc2ncnc(Cl)c2cc1OC, [K+], [K+], Nc1ccc(O)cc1[N+](=O)[O-], O=C([O-])[O-]. As a reaction SMILES: [CH3:33][S:34]([CH3:35])=[O:36].[CH3:37][CH2:38][O:39][C:40]([CH3:41])=[O:42].[Cl:12][c:13]1[n:14][cH:15][n:16][c:17]2[cH:18][c:19]([O:25][CH3:26])[c:20]([O:23][CH3:24])[cH:21][c:22]12.[K+:27].[K+:28].[NH2:1][c:2]1[c:3]([N+:9](=[O:10])[O-:11])[cH:4][c:5]([OH:8])[cH:6][cH:7]1.[O-:29][C:30]([O-:31])=[O:32]>>[NH2:1][c:2]1[c:3]([N+:9](=[O:10])[O-:11])[cH:4][c:5]([O:8][c:13]2[n:14][cH:15][n:16][c:17]3[cH:18][c:19]([O:25][CH3:26])[c:20]([O:23][CH3:24])[cH:21][c:22]23)[cH:6][cH:7]1. Product: COc1cc2ncnc(Oc3ccc(N)c([N+](=O)[O-])c3)c2cc1OC.